This data is from the Open Reaction Database (ORD), a public repository of structured organic reaction records. The task is: describe an organic reaction: reactants, conditions, products, and yield Reactants: FC1=C(C(=O)C2=C(C=CC=C2)NC(CNC(=O)OCC2=CC=CC=C2)=O)C=CC=C1 (N-(2-(2-Fluorobenzoyl)phenyl)-2-(benzyloxycarbonylamino)acetamide), tert-butyl((2-trimethylstannylphenyl)-(2-(3-motolylureido)acethyl)amino)acetate, C12(CC3CC(CC(C1)C3)C2)C(=O)Cl (adamantane-1-carbonylchloride). The product is C12(CC3CC(CC(C1)C3)C2)C(=O)C2=C(C=CC=C2)NC(CNC(=O)OCC2=CC=CC=C2)=O (N-(2-(Adamantane-1-carbonyl)phenyl)-2-(benzyloxycarbonylamino)acetamide). The yield is 6.0%. RXN SMILES: F[C:2]1[CH:30]=[CH:29][CH:28]=[CH:27][C:3]=1[C:4]([C:6]1[CH:11]=[CH:10][CH:9]=[CH:8][C:7]=1[NH:12][C:13](=[O:26])[CH2:14][NH:15][C:16]([O:18][CH2:19][C:20]1[CH:25]=[CH:24][CH:23]=[CH:22][CH:21]=1)=[O:17])=[O:5].[C:31]12(C(Cl)=O)[CH2:40]C3CC(CC(C3)[CH2:32]1)[CH2:38]2>>[C:3]12([C:4]([C:6]3[CH:11]=[CH:10][CH:9]=[CH:8][C:7]=3[NH:12][C:13](=[O:26])[CH2:14][NH:15][C:16]([O:18][CH2:19][C:20]3[CH:25]=[CH:24][CH:23]=[CH:22][CH:21]=3)=[O:17])=[O:5])[CH2:40][CH:31]3[CH2:38][CH:28]([CH2:29][CH:30]([CH2:32]3)[CH2:2]1)[CH2:27]2. Procedure: According to the method used for the synthesis of the compound 28a, the titled compound (110 mg) is synthesized by using tert-butyl((2-trimethylstannylphenyl)-(2-(3-motolylureido)acethyl)amino)acetate (2.5 g) and adamantane-1-carbonylchloride (866 mg). Yield 6%. Reactants: COC1=C(C(=O)Cl)C=CC(=C1)OC (2,4-dimethoxybenzoyl chloride), OCC(CO)(CO)CO (pentaerythritol). Yields the product COC1=C(C(=O)OCC(COC(C2=C(C=C(C=C2)OC)OC)=O)(COC(C2=C(C=C(C=C2)OC)OC)=O)COC(C2=C(C=C(C=C2)OC)OC)=O)C=CC(=C1)OC (Pentaerythritol Tetrakis(2,4-dimethoxybenzoate)). Isolated yield 78.0%. Reaction SMILES: [CH3:1][O:2][C:3]1[CH:11]=[C:10]([O:12][CH3:13])[CH:9]=[CH:8][C:4]=1[C:5](Cl)=[O:6].[OH:14][CH2:15][C:16]([CH2:21][OH:22])([CH2:19][OH:20])[CH2:17][OH:18]>>[CH3:1][O:2][C:3]1[CH:11]=[C:10]([O:12][CH3:13])[CH:9]=[CH:8][C:4]=1[C:5]([O:14][CH2:15][C:16]([CH2:21][O:22][C:5](=[O:6])[C:4]1[CH:8]=[CH:9][C:10]([O:12][CH3:13])=[CH:11][C:3]=1[O:2][CH3:1])([CH2:19][O:20][C:5](=[O:6])[C:4]1[CH:8]=[CH:9][C:10]([O:12][CH3:13])=[CH:11][C:3]=1[O:2][CH3:1])[CH2:17][O:18][C:5](=[O:6])[C:4]1[CH:8]=[CH:9][C:10]([O:12][CH3:13])=[CH:11][C:3]=1[O:2][CH3:1])=[O:6]. Reported procedure: Using the procedure of Eample I, 2,4-dimethoxybenzoyl chloride was allowed to react with pentaerythritol in the molar ratio of 4:1. The reaction gave a 78% yield of white crystalline product having a melting point of 125°-126.5° C. and the infrared spectrum was a consistent with the expected tetraester with no hydroxyl band and an ester carbonyl band at 5.85μ (s). Reported procedure: Sodium borohydride (2.5 g) is added, in small portions, to a stirred solution of 5.0 g of 6,7-dichloro-5-methoxy-2-methylbenzo[b]thiophen-3(2H)-one one (5.0 g), in 120 ml of ethanol. Stirring is continued at room temperature for 1 hour and excess solvent is removed under reduced pressure. The residue is triturated with dilute sodium hydroxide solution and extracted 3 times with ether. The combined ether solution is washed thoroughly with water, dried and concentrated. Removal of ether leaves an ... RXN SMILES: [BH4-].[Na+].[Cl:3][C:4]1[C:5]([O:16][CH3:17])=[CH:6][C:7]2[C:11](=[O:12])[CH:10]([CH3:13])[S:9][C:8]=2[C:14]=1[Cl:15]>C(O)C>[Cl:3][C:4]1[C:5]([O:16][CH3:17])=[CH:6][C:7]2[CH:11]([OH:12])[CH:10]([CH3:13])[S:9][C:8]=2[C:14]=1[Cl:15] |f:0.1|. Reaction conditions: time 1 hour. Solvent: C(C)O (ethanol). The reactants are [BH4-].[Na+] (Sodium borohydride), ClC=1C(=CC2=C(SC(C2=O)C)C1Cl)OC (6,7-dichloro-5-methoxy-2-methylbenzo[b]thiophen-3(2H)-one). Yields the product ClC=1C(=CC2=C(SC(C2O)C)C1Cl)OC (6,7-dichloro-2,3-dihydro-3-hydroxy-5-methoxy-2-methylbenzo[b]thiophene). The reactants are C([O-])(O)=O.[Na+] (sodium bicarbonate), C(C)(C)(C)OC(CO[C@@H]1CC=2C(=CC=C3C=NN(C23)C[C@@H](C)O[Si](C)(C)C(C)(C)C)OC1)=O ([(R)-1-[(R)-2-(tert-Butyldimethyl-silanyloxy)-propyl]-1,7,8,9-tetrahydro-pyrano[2,3-g]indazol-8-yloxy]acetic Acid Tert-butyl Ester), solution, [H-].[Al+3].[Li+].[H-].[H-].[H-] (lithium aluminum hydride). The solvent is C1CCOC1 (THF), C1CCOC1 (THF). Reaction conditions: time 0.5 hour. The product is C(C)(C)(C)[Si](O[C@@H](CN1N=CC2=CC=C3C(=C12)C[C@H](CO3)OCCO)C)(C)C (2-[(R)-1-[(R)-2-(tert-Butyldimethyl-silanyloxy)-propyl]-1,7,8,9-tetrahydropyrano[2,3-g]indazol-8-yloxy]-ethanol). Yield: 93.1%. RXN SMILES: C([O:5][C:6](=O)[CH2:7][O:8][C@H:9]1[CH2:32][O:31][C:12]2=[CH:13][CH:14]=[C:15]3[C:19]([N:18]([CH2:20][C@H:21]([O:23][Si:24]([C:27]([CH3:30])([CH3:29])[CH3:28])([CH3:26])[CH3:25])[CH3:22])[N:17]=[CH:16]3)=[C:11]2[CH2:10]1)(C)(C)C.[H-].[Al+3].[Li+].[H-].[H-].[H-].C(=O)(O)[O-].[Na+]>C1COCC1>[C:27]([Si:24]([CH3:26])([CH3:25])[O:23][C@H:21]([CH3:22])[CH2:20][N:18]1[C:19]2[C:15](=[CH:14][CH:13]=[C:12]3[O:31][CH2:32][C@H:9]([O:8][CH2:7][CH2:6][OH:5])[CH2:10][C:11]3=2)[CH:16]=[N:17]1)([CH3:29])([CH3:30])[CH3:28] |f:1.2.3.4.5.6,7.8|. Reported procedure: To a cooled (0° C.) solution of the product from Example 13, Step A (1.76 g, 3.70 mmol) in anhydrous THF (30 mL) under nitrogen was added an 1 M solution of lithium aluminum hydride in THF (3.70 mL, 3.70 mmol). The reaction mixture was stirred for 0.5 h, cooled on ice, and a saturated aqueous solution of sodium bicarbonate (100 mL) was added. This mixture was extracted with ethyl acetate and the extract evaporated to an oil which was purified by chromatography (silica, gradient, 10% to 40% ethyl... The reactants are C(C)(=O)OCC (ethyl acetate), C[Al](C)C (trimethylaluminium), C(C)(C)(C)N (tert-butylamine), COC(C1=CN=C(C=C1)OCC=1C(=NOC1CO)C1=CC(=C(C=C1)F)F)=O (6-[3-(3,4-Difluoro-phenyl)-5-hydroxymethyl-isoxazol-4-ylmethoxy]-nicotinic acid methyl ester). The solvent is CCCCCCC (heptane), O1CCOCC1 (dioxane), O1CCOCC1 (dioxane). Run at temperature 50 celsius, time 1 hour. Yields the product C(C)(C)(C)NC(C1=CN=C(C=C1)OCC=1C(=NOC1CO)C1=CC(=C(C=C1)F)F)=O (N-tert-Butyl-6-[3-(3,4-difluoro-phenyl)-5-hydroxymethyl-isoxazol-4-ylmethoxy]-nicotinamide). The yield is 12.0%. Reaction SMILES: C[Al](C)C.[C:5]([NH2:9])([CH3:8])([CH3:7])[CH3:6].C[O:11][C:12](=O)[C:13]1[CH:18]=[CH:17][C:16]([O:19][CH2:20][C:21]2[C:22]([C:28]3[CH:33]=[CH:32][C:31]([F:34])=[C:30]([F:35])[CH:29]=3)=[N:23][O:24][C:25]=2[CH2:26][OH:27])=[N:15][CH:14]=1.C(OCC)(=O)C>O1CCOCC1.CCCCCCC>[C:5]([NH:9][C:12](=[O:11])[C:13]1[CH:18]=[CH:17][C:16]([O:19][CH2:20][C:21]2[C:22]([C:28]3[CH:33]=[CH:32][C:31]([F:34])=[C:30]([F:35])[CH:29]=3)=[N:23][O:24][C:25]=2[CH2:26][OH:27])=[N:15][CH:14]=1)([CH3:8])([CH3:7])[CH3:6]. Procedure details: A trimethylaluminium solution (2 M in toluene, 798 μL, 1.6 mmol) in dioxane (7.5 mL) was added to tert-butylamine (174 μL, 1.6 mmol) and the mixture was stirred for 1 h at 50° C. 6-[3-(3,4-Difluoro-phenyl)-5-hydroxymethyl-isoxazol-4-ylmethoxy]-nicotinic acid methyl ester (150 mg, 0.4 mmol) in dioxane (7.5 mL) was added and stirring was continued overnight at 85° C. Chromatography (silica, ethyl acetate: heptane=1:4 to 1:1) afforded the title compound (20 mg, 13%) as a colourless solid. MS: m/e=4... The reactants are CCOC(=O)c1cnc2ccc(C)nc2c1O, Cl, [K+], [OH-]. Product: Cc1ccc2ncc(C(=O)O)c(O)c2n1. As a reaction SMILES: [CH2:1]([CH3:2])[O:3][C:4](=[O:5])[c:6]1[cH:7][n:8][c:9]2[cH:10][cH:11][c:12]([CH3:17])[n:13][c:14]2[c:15]1[OH:16].[ClH:18].[K+:20].[OH-:19]>>[O:3]=[C:4]([OH:5])[c:6]1[cH:7][n:8][c:9]2[cH:10][cH:11][c:12]([CH3:17])[n:13][c:14]2[c:15]1[OH:16]. Starting materials: ClC1=C(OC2=CC(=C(C=C2)[N+](=O)[O-])[N+](=O)[O-])C=CC(=C1)C(F)(F)F (4-(2-chloro-4-trifluoromethylphenoxy)-1,2-dinitrobenzene), ClC1=C(C=CC(C1[N+](=O)[O-])([N+](=O)[O-])C1=C(C=CC=C1)C(F)(F)F)OC1=C(C(C(C=C1)(C1=C(C=CC=C1)C(F)(F)F)[N+](=O)[O-])[N+](=O)[O-])Cl (2-chloro-α,α,α-trifluoro-p-tolyl-3,4-dinitrophenyl ether), CP(OC)OC (dimethyl methylphosphonite). Solvent: C(C)#N (acetonitrile). Yields the product CP(OC)(=O)C1=C(C=CC(=C1)OC1=C(C=C(C=C1)C(F)(F)F)Cl)[N+](=O)[O-] (methyl P-methyl-2-nitro-5-(2-chloro-4-trifluoromethylphenoxy)phenylphosphinate). RXN SMILES: [Cl:1][C:2]1[CH:20]=[C:19]([C:21]([F:24])([F:23])[F:22])[CH:18]=[CH:17][C:3]=1[O:4][C:5]1[CH:10]=[CH:9][C:8]([N+:11]([O-:13])=[O:12])=[C:7]([N+]([O-])=O)[CH:6]=1.ClC1C([N+]([O-])=O)C(C2C=CC=CC=2C(F)(F)F)([N+]([O-])=O)C=CC=1OC1C=CC([N+]([O-])=O)(C2C=CC=CC=2C(F)(F)F)C([N+]([O-])=O)C=1Cl.[CH3:72][P:73]([O:76]C)[O:74][CH3:75]>C(#N)C>[CH3:72][P:73]([C:7]1[CH:6]=[C:5]([O:4][C:3]2[CH:17]=[CH:18][C:19]([C:21]([F:24])([F:23])[F:22])=[CH:20][C:2]=2[Cl:1])[CH:10]=[CH:9][C:8]=1[N+:11]([O-:13])=[O:12])(=[O:76])[O:74][CH3:75]. Reported procedure: A mixture of 4-(2-chloro-4-trifluoromethylphenoxy)-1,2-dinitrobenzene, (2-chloro-α,α,α-trifluoro-p-tolyl-3,4-dinitrophenyl ether) (1.2 g, 3.31 mmol) and dimethyl methylphosphonite (0.57 g, 5.3 mmol) in 3 ml of acetonitrile is refluxed overnight. The mixture is concentrated and the residue is purified by column chromatography (silica gel, eluting with 3% ethyl acetate/hexane) to yield methyl P-methyl-2-nitro-5-(2-chloro-4-trifluoromethylphenoxy)phenylphosphinate. Starting materials: N1(CCOCC1)C=1N=C2N(C(C1)=O)CC[C@H](N2)C(F)(F)F ((8S)-2-morpholin-4-yl-8-trifluoromethyl-6,7,8,9-tetrahydropyrimido[1,2-a]pyrimidin-4-one), C(Cl)Cl.CO (CH2Cl2 MeOH), [H-].[Na+] (sodium hydride), FC1=C(C(=O)Cl)C(=CC=C1)F (2,6-difluorobenzoyl chloride). Run in O1CCCC1 (tetrahydrofuran). Product: FC1=C(C(=CC=C1)F)C(=O)N1[C@@H](CCN2C1=NC(=CC2=O)N2CCOCC2)C(F)(F)F ((8S)-9-[(2,6-difluorophenyl)carbonyl]-2-(morpholin-4-yl)-8-(trifluoromethyl)-6,7,8,9-tetrahydro-4 H-pyrimido[1,2-a]pyrimidin-4-one). The yield is 5.0%. RXN SMILES: [N:1]1([C:7]2[N:8]=[C:9]3[NH:17][C@H:16]([C:18]([F:21])([F:20])[F:19])[CH2:15][CH2:14][N:10]3[C:11](=[O:13])[CH:12]=2)[CH2:6][CH2:5][O:4][CH2:3][CH2:2]1.[H-].[Na+].[F:24][C:25]1[CH:33]=[CH:32][CH:31]=[C:30]([F:34])[C:26]=1[C:27](Cl)=[O:28].C(Cl)Cl.CO>O1CCCC1>[F:24][C:25]1[CH:33]=[CH:32][CH:31]=[C:30]([F:34])[C:26]=1[C:27]([N:17]1[C:9]2=[N:8][C:7]([N:1]3[CH2:6][CH2:5][O:4][CH2:3][CH2:2]3)=[CH:12][C:11](=[O:13])[N:10]2[CH2:14][CH2:15][C@H:16]1[C:18]([F:20])([F:21])[F:19])=[O:28] |f:1.2,4.5|. Procedure details: The product is prepared according to the procedure described in Example 18, using 300 mg of (8S)-2-morpholin-4-yl-8-trifluoromethyl-6,7,8,9-tetrahydropyrimido[1,2-a]pyrimidin-4-one (Example 1e), 47 mg of sodium hydride and 174 mg of 2,6-difluorobenzoyl chloride in 4 ml of tetrahydrofuran. After three successive purifications by silica chromatography (eluent: CH2Cl2/MeOH; gradient of 100/0 to 98/02 then 98/1 and 98/2), 22 mg of (8S)-9-[(2,6-difluorophenyl)carbonyl]-2-(morpholin-4-yl)-8-(trifluoro...